This data is from the Open Reaction Database (ORD), a public repository of structured organic reaction records. The task is: describe an organic reaction: reactants, conditions, products, and yield The reactants are C(#N)C=1C=C(C=CC1N1CCC(CC1)O)NC(=O)C1=CC2=C(S1)C=CC=C2 (N-[3-cyano-4-(4-hydroxypiperidin-1-yl)phenyl]benzo[b]thiophene-2-carboxamide), C(C)(C)(C)[Si](C)(C)Cl (tertiary butyldimethylsilyl chloride), N1C=NC=C1 (imidazole), CN(C=O)C (dimethylformamide). The solvent is O (water). Reaction conditions: time 12 hour. The product is C(#N)C=1C=C(C=CC1N1CCC(CC1)O)N(C(=O)C1=CC2=C(S1)C=CC=C2)C (N-[3-cyano-4-(4-hydroxypiperidin-1-yl)phenyl]-N-methylbenzo[b]thiophene-2-carboxamide). The yield is 38.6%. RXN SMILES: [C:1]([C:3]1[CH:4]=[C:5]([NH:16][C:17]([C:19]2[S:23][C:22]3[CH:24]=[CH:25][CH:26]=[CH:27][C:21]=3[CH:20]=2)=[O:18])[CH:6]=[CH:7][C:8]=1[N:9]1[CH2:14][CH2:13][CH:12]([OH:15])[CH2:11][CH2:10]1)#[N:2].[C:28]([Si](Cl)(C)C)(C)(C)C.N1C=CN=C1.CN(C)C=O>O>[C:1]([C:3]1[CH:4]=[C:5]([N:16]([CH3:28])[C:17]([C:19]2[S:23][C:22]3[CH:24]=[CH:25][CH:26]=[CH:27][C:21]=3[CH:20]=2)=[O:18])[CH:6]=[CH:7][C:8]=1[N:9]1[CH2:14][CH2:13][CH:12]([OH:15])[CH2:11][CH2:10]1)#[N:2]. Procedure: N-[3-Cyano-4-(4-hydroxypiperidin-1-yl)phenyl]benzo[b]thiophene-2-carboxamide (2.0 g) obtained in Example 12, tertiary butyldimethylsilyl chloride (0.9 g) and imidazole (0.4 g) were added to dimethylformamide (20 ml) and the mixture was stirred at room temperature for 12 hr. Then the reaction mixture was treated with water and the organic layer was extracted with ethyl acetate. The extract was washed with aqueous sodium hydrogencarbonate solution and dried over anhydrous magnesium sulfate. The so... The reactants are ClCCl, CI, [KH], NC12CC3CC(C1)CC(O)(C3)C2, C1CCOC1. Product: COC12CC3CC(CC(N)(C3)C1)C2. Reaction SMILES: [CH2:21]([Cl:22])[Cl:23].[I:19][CH3:20].[KH:1].[NH2:2][C:3]12[CH2:4][C:5]3([OH:13])[CH2:6][CH:7]([CH2:8][CH:9]([CH2:10]1)[CH2:11]3)[CH2:12]2.[O:14]1[CH2:15][CH2:18][CH2:17][CH2:16]1>>[NH2:2][C:3]12[CH2:4][C:5]3([O:13][CH3:15])[CH2:6][CH:7]([CH2:8][CH:9]([CH2:10]1)[CH2:11]3)[CH2:12]2. The reactants are CC1=CC(=NC=C1)N (4-methyl-2-aminopyridine), NC=1SC=CN1 (2-aminothiazole), C([O-])([O-])=O.[Na+].[Na+] (sodium carbonate). The reagents and catalysts are CC1(C2=C(C(=CC=C2)P(C3=CC=CC=C3)C4=CC=CC=C4)OC5=C(C=CC=C51)P(C6=CC=CC=C6)C7=CC=CC=C7)C (XANTPHOS), C=1C=CC(=CC1)/C=C/C(=O)/C=C/C2=CC=CC=C2.C=1C=CC(=CC1)/C=C/C(=O)/C=C/C2=CC=CC=C2.C=1C=CC(=CC1)/C=C/C(=O)/C=C/C2=CC=CC=C2.[Pd].[Pd] (Tris(dibenzylideneacetone)dipalladium), CC1(C2=C(C(=CC=C2)P(C3=CC=CC=C3)C4=CC=CC=C4)OC5=C(C=CC=C51)P(C6=CC=CC=C6)C7=CC=CC=C7)C (XANTPHOS), C=1C=CC(=CC1)/C=C/C(=O)/C=C/C2=CC=CC=C2.C=1C=CC(=CC1)/C=C/C(=O)/C=C/C2=CC=CC=C2.C=1C=CC(=CC1)/C=C/C(=O)/C=C/C2=CC=CC=C2.[Pd].[Pd] (Tris(dibenzylideneacetone)dipalladium). Solvent: C1CCOC1 (THF). Reaction conditions: temperature 130 celsius, time 1 hour. Yields the product CC1=CC(=NC=C1)NC=1SC=CN1 (4-methyl-N-(thiazol-2-yl)pyridine-2-amine). Yield: 67.2%. RXN SMILES: [CH3:1][C:2]1[CH:7]=[CH:6][N:5]=[C:4]([NH2:8])[CH:3]=1.N[C:10]1[S:11][CH:12]=[CH:13][N:14]=1.C(=O)([O-])[O-].[Na+].[Na+]>C1COCC1.C1C=CC(/C=C/C(/C=C/C2C=CC=CC=2)=O)=CC=1.C1C=CC(/C=C/C(/C=C/C2C=CC=CC=2)=O)=CC=1.C1C=CC(/C=C/C(/C=C/C2C=CC=CC=2)=O)=CC=1.[Pd].[Pd].CC1(C)C2C(=C(P(C3C=CC=CC=3)C3C=CC=CC=3)C=CC=2)OC2C(P(C3C=CC=CC=3)C3C=CC=CC=3)=CC=CC1=2>[CH3:1][C:2]1[CH:7]=[CH:6][N:5]=[C:4]([NH:8][C:10]2[S:11][CH:12]=[CH:13][N:14]=2)[CH:3]=1 |f:2.3.4,6.7.8.9.10|. Procedure: A suspension of 4-methyl-2-aminopyridine (5.10 g, 40.0 mmol), 2-aminothiazole (4.81 g, 48 mmol, 1.2 eq), sodium carbonate (5.94 g, 56.0 mmol, 1.4 eq) and XANTPHOS (0.278 g, 0.48 mmol, 0.012 eq) in THF (100 mL, bubbled with argon for 5 minutes) was bubbled again with argon for 5 additional minutes. Tris(dibenzylideneacetone)dipalladium (0) (0.146 g, 0.16 mmol, 0.004 eq) was then added to the suspension which was heated at 130° C. for 2 days. Additional quantities of XANTPHOS (0.278 g) and tris(di...